Dataset: the Open Reaction Database (ORD), a public repository of structured organic reaction records. Task: describe an organic reaction: reactants, conditions, products, and yield Reactants: BrC1=CC2=C(N(C(=N2)\C=C\C2=CC=C(C=C2)C(F)(F)F)C)C=C1 ((E)-5-bromo-1-methyl-2-[2-(4-trifluoromethyl-phenyl)-vinyl]-1H-benzimidazole), BrC=1C=CC2=C(N(C(=N2)\C=C\C2=CC=C(C=C2)C(F)(F)F)C)C1 ((E)-6-bromo-1-methyl-2-[2-(4-trifluoromethyl-phenyl)-vinyl]-1H-benzimidazole), CS(=O)(=O)NC1=C(C=CC=C1)B(O)O (2-methylsulfonylaminophenyl boronic acid). Yields the product CN1C(=NC2=C1C=C(C=C2)C2=C(C=CC=C2)NS(=O)(=O)C)\C=C\C2=CC=C(C=C2)C(F)(F)F ((E)-N-(2-{3-methyl-2-[2-(4-trifluoromethyl-phenyl)-vinyl]-3H-benzimidazol-5-yl}-phenyl)-methanesulfonamide). As a reaction SMILES: Br[C:2]1[CH:23]=[CH:22][C:5]2[N:6]([CH3:21])[C:7](/[CH:9]=[CH:10]/[C:11]3[CH:16]=[CH:15][C:14]([C:17]([F:20])([F:19])[F:18])=[CH:13][CH:12]=3)=[N:8][C:4]=2[CH:3]=1.BrC1C=CC2N=C(/C=C/C3C=CC(C(F)(F)F)=CC=3)N(C)C=2C=1.[CH3:47][S:48]([NH:51][C:52]1[CH:57]=[CH:56][CH:55]=[CH:54][C:53]=1B(O)O)(=[O:50])=[O:49]>>[CH3:21][N:6]1[C:5]2[CH:22]=[C:23]([C:53]3[CH:54]=[CH:55][CH:56]=[CH:57][C:52]=3[NH:51][S:48]([CH3:47])(=[O:50])=[O:49])[CH:2]=[CH:3][C:4]=2[N:8]=[C:7]1/[CH:9]=[CH:10]/[C:11]1[CH:16]=[CH:15][C:14]([C:17]([F:20])([F:18])[F:19])=[CH:13][CH:12]=1. Reported procedure: Using the procedure of Example 1, Step B, the title compounds were prepared from a mixture of (E)-5-bromo-1-methyl-2-[2-(4-trifluoromethyl-phenyl)-vinyl]-1H-benzimidazole and (E)-6-bromo-1-methyl-2-[2-(4-trifluoromethyl-phenyl)-vinyl]-1H-benzimidazole and 2-methylsulfonylaminophenyl boronic acid. Reactants: CN(C1=C(C(=O)O)C=C(C=C1)[N+](=O)[O-])C (2-dimethylamino-5-nitro-benzoic acid). Reagents/catalysts: [Pd] (Pd/C). The solvent is CO (methanol). Product: NC=1C=CC(=C(C(=O)O)C1)N(C)C (5-amino-2-dimethylamino-benzoic acid). Yield: 64.3%. RXN SMILES: [CH3:1][N:2]([CH3:15])[C:3]1[CH:11]=[CH:10][C:9]([N+:12]([O-])=O)=[CH:8][C:4]=1[C:5]([OH:7])=[O:6]>CO.[Pd]>[NH2:12][C:9]1[CH:10]=[CH:11][C:3]([N:2]([CH3:15])[CH3:1])=[C:4]([CH:8]=1)[C:5]([OH:7])=[O:6]. Procedure details: A solution of 2-dimethylamino-5-nitro-benzoic acid (200 mg, 0.95 mmol) in methanol (15 ml) was hydrogenated over 10% Pd/C (20 mg) at 30 psi until no further gas uptake was observed. The reaction mixture was then filtered over celite and the filtrate evaporated to yield the crude product. Recrystallisation using pet. ether yielded 5-amino-2-dimethylamino-benzoic acid (110 mg, 70%). Starting materials: O=C([O-])[O-], CCOc1cc(C=O)ccc1O, CN(C)C=O, Cc1oc(-c2ccco2)nc1CCl, [K+], [K+], O. The product is CCOc1cc(C=O)ccc1OCc1nc(-c2ccco2)oc1C. As a reaction SMILES: [C:26](=[O:27])([O-:28])[O-:29].[CH2:14]([CH3:15])[O:16][c:17]1[cH:18][c:19]([CH:20]=[O:21])[cH:22][cH:23][c:24]1[OH:25].[CH3:32][N:33]([CH3:34])[CH:35]=[O:36].[Cl:1][CH2:2][c:3]1[n:4][c:5](-[c:9]2[o:10][cH:11][cH:12][cH:13]2)[o:6][c:7]1[CH3:8].[K+:30].[K+:31].[OH2:37]>>[CH2:2]([c:3]1[n:4][c:5](-[c:9]2[o:10][cH:11][cH:12][cH:13]2)[o:6][c:7]1[CH3:8])[O:25][c:24]1[c:17]([O:16][CH2:14][CH3:15])[cH:18][c:19]([CH:20]=[O:21])[cH:22][cH:23]1. Starting materials: CCOc1ccccc1OC1=CC(=O)N(C(CC(C)C)C(=O)Nc2ccn(CC3COC(C)(C)O3)n2)C1, CCOC(C)=O, Cl, C1CCOC1. The product is CCOc1ccccc1OC1=CC(=O)N(C(CC(C)C)C(=O)Nc2ccn(CC(O)CO)n2)C1. RXN SMILES: [CH3:1][C:2]1([CH3:37])[O:3][CH2:4][CH:5]([CH2:7][n:8]2[n:9][c:10]([NH:13][C:14]([CH:15]([CH2:16][CH:17]([CH3:18])[CH3:19])[N:20]3[C:21](=[O:35])[CH:22]=[C:23]([O:25][c:26]4[c:27]([O:32][CH2:33][CH3:34])[cH:28][cH:29][cH:30][cH:31]4)[CH2:24]3)=[O:36])[cH:11][cH:12]2)[O:6]1.[CH3:44][CH2:45][O:46][C:47](=[O:48])[CH3:49].[ClH:38].[O:39]1[CH2:40][CH2:41][CH2:42][CH2:43]1>>[OH:3][CH2:4][CH:5]([OH:6])[CH2:7][n:8]1[n:9][c:10]([NH:13][C:14]([CH:15]([CH2:16][CH:17]([CH3:18])[CH3:19])[N:20]2[C:21](=[O:35])[CH:22]=[C:23]([O:25][c:26]3[c:27]([O:32][CH2:33][CH3:34])[cH:28][cH:29][cH:30][cH:31]3)[CH2:24]2)=[O:36])[cH:11][cH:12]1. The reactants are O.[OH-].[Li+] (Lithium hydroxide monohydrate), FC1=CC=2N(C=C1)C(=CN2)C(=O)OCC (Ethyl 7-fluoroimidazo[1,2-a]pyridine-3-carboxylate), O1CCCC1 (tetrahydrofuran), C(C)O (ethanol). Solvent: O (water). Run at time 8 hour. Product: FC1=CC=2N(C=C1)C(=CN2)C(=O)O (7-fluoroimidazo[1,2-a]pyridine-3-carboxylic acid). Yield: 78.8%. As a reaction SMILES: [F:1][C:2]1[CH:7]=[CH:6][N:5]2[C:8]([C:11]([O:13]CC)=[O:12])=[CH:9][N:10]=[C:4]2[CH:3]=1.O1CCCC1.C(O)C.O.[OH-].[Li+]>O>[F:1][C:2]1[CH:7]=[CH:6][N:5]2[C:8]([C:11]([OH:13])=[O:12])=[CH:9][N:10]=[C:4]2[CH:3]=1 |f:3.4.5|. Procedure details: Ethyl 7-fluoroimidazo[1,2-a]pyridine-3-carboxylate (8 g; 44.4 mmol) was mixed with tetrahydrofuran (225 mL), ethanol (110 mL) and water (55 mL). Lithium hydroxide monohydrate (0.962 g; 22.9 mmol) was added. The mixture was stirred at ambient temperature overnight. The mixture concentrated under reduced pressure to remove tetrahydrofuran and ethanol. 2 N hydrochloric acid was added to aqueous mixture to adjust to pH 3. A white precipitate formed and was filtered off with drying under high vacuum ... Starting materials: O=C([O-])[O-], CCOCC, Cc1ccccc1, CCO, OB(O)c1ccc(C(F)(F)F)c(Cl)c1, COC(=O)C1CN(C(=O)OCc2ccccc2)CCC1OS(=O)(=O)C(F)(F)F, [Na+], [Na+], c1ccc(P(c2ccccc2)(c2ccccc2)[Pd](P(c2ccccc2)(c2ccccc2)c2ccccc2)(P(c2ccccc2)(c2ccccc2)c2ccccc2)P(c2ccccc2)(c2ccccc2)c2ccccc2)cc1. Yields the product COC(=O)C1=C(c2ccc(C(F)(F)F)c(Cl)c2)CCN(C(=O)OCc2ccccc2)C1. RXN SMILES: [C:43](=[O:44])([O-:45])[O-:46].[CH3:49][CH2:50][O:51][CH2:52][CH3:53].[CH3:54][c:55]1[cH:56][cH:57][cH:58][cH:59][cH:60]1.[CH3:61][CH2:62][OH:63].[Cl:29][c:30]1[cH:31][c:32]([B:40]([OH:41])[OH:42])[cH:33][cH:34][c:35]1[C:36]([F:37])([F:38])[F:39].[F:1][C:2]([F:3])([F:4])[S:5]([O:6][CH:7]1[CH:8]([C:23](=[O:24])[O:25][CH3:26])[CH2:9][N:10]([C:13](=[O:14])[O:15][CH2:16][c:17]2[cH:18][cH:19][cH:20][cH:21][cH:22]2)[CH2:11][CH2:12]1)(=[O:27])=[O:28].[Na+:47].[Na+:48].[cH:64]1[cH:65][cH:66][c:67]([P:68]([Pd:69]([P:70]([c:71]2[cH:72][cH:73][cH:74][cH:75][cH:76]2)([c:77]2[cH:78][cH:79][cH:80][cH:81][cH:82]2)[c:83]2[cH:84][cH:85][cH:86][cH:87][cH:88]2)([P:89]([c:90]2[cH:91][cH:92][cH:93][cH:94][cH:95]2)([c:96]2[cH:97][cH:98][cH:99][cH:100][cH:101]2)[c:102]2[cH:103][cH:104][cH:105][cH:106][cH:107]2)[P:108]([c:109]2[cH:110][cH:111][cH:112][cH:113][cH:114]2)([c:115]2[cH:116][cH:117][cH:118][cH:119][cH:120]2)[c:121]2[cH:122][cH:123][cH:124][cH:125][cH:126]2)([c:127]2[cH:128][cH:129][cH:130][cH:131][cH:132]2)[c:133]2[cH:134][cH:135][cH:136][cH:137][cH:138]2)[cH:139][cH:140]1>>[C:7]1([c:32]2[cH:31][c:30]([Cl:29])[c:35]([C:36]([F:37])([F:38])[F:39])[cH:34][cH:33]2)=[C:8]([C:23](=[O:24])[O:25][CH3:26])[CH2:9][N:10]([C:13](=[O:14])[O:15][CH2:16][c:17]2[cH:18][cH:19][cH:20][cH:21][cH:22]2)[CH2:11][CH2:12]1. The reactants are Cc1c(F)cc(C(=O)NC2CC2)cc1-c1cc2onc(-c3ccncc3)c2cc1F, ClC(Cl)Cl, O=C(OO)c1cccc(Cl)c1. The product is Cc1c(F)cc(C(=O)NC2CC2)cc1-c1cc2onc(-c3cc[n+]([O-])cc3)c2cc1F. As a reaction SMILES: [CH:1]1([NH:4][C:5]([c:6]2[cH:7][c:8]([F:29])[c:9]([CH3:28])[c:10](-[c:12]3[cH:13][c:14]4[c:15]([c:16](-[c:19]5[cH:20][cH:21][n:22][cH:23][cH:24]5)[n:17][o:18]4)[cH:25][c:26]3[F:27])[cH:11]2)=[O:30])[CH2:2][CH2:3]1.[CH:42]([Cl:43])([Cl:44])[Cl:45].[OH:31][O:32][C:33]([c:34]1[cH:35][c:36]([Cl:37])[cH:38][cH:39][cH:40]1)=[O:41]>>[CH:1]1([NH:4][C:5]([c:6]2[cH:7][c:8]([F:29])[c:9]([CH3:28])[c:10](-[c:12]3[cH:13][c:14]4[c:15]([c:16](-[c:19]5[cH:20][cH:21][n+:22]([O-:31])[cH:23][cH:24]5)[n:17][o:18]4)[cH:25][c:26]3[F:27])[cH:11]2)=[O:30])[CH2:2][CH2:3]1. Reactants: NC1=CC=C(OC2=NC=CC=C2B(O)O)C=C1 (2-(4-Aminophenoxy)pyridin-3-ylboronic acid), ClC1=NN=C(C2=CC=CC=C12)C1=CC=CC=C1 (1-chloro-4-phenylphthalazine), CC(CC)O (butan-2-ol). Run in CCCCCC (Hexane). Reaction conditions: temperature 100 celsius, time 45 minute. Product: C1(=CC=CC=C1)C1=NN=C(C2=CC=CC=C12)NC1=CC=C(OC2=NC=CC=C2B(O)O)C=C1 (2-(4-(4-Phenylphthalazin-1-ylamino)phenoxy)pyridin-3-ylboronic acid). As a reaction SMILES: [NH2:1][C:2]1[CH:17]=[CH:16][C:5]([O:6][C:7]2[C:12]([B:13]([OH:15])[OH:14])=[CH:11][CH:10]=[CH:9][N:8]=2)=[CH:4][CH:3]=1.Cl[C:19]1[C:28]2[C:23](=[CH:24][CH:25]=[CH:26][CH:27]=2)[C:22]([C:29]2[CH:34]=[CH:33][CH:32]=[CH:31][CH:30]=2)=[N:21][N:20]=1.CC(O)CC>CCCCCC>[C:29]1([C:22]2[C:23]3[C:28](=[CH:27][CH:26]=[CH:25][CH:24]=3)[C:19]([NH:1][C:2]3[CH:17]=[CH:16][C:5]([O:6][C:7]4[C:12]([B:13]([OH:15])[OH:14])=[CH:11][CH:10]=[CH:9][N:8]=4)=[CH:4][CH:3]=3)=[N:20][N:21]=2)[CH:30]=[CH:31][CH:32]=[CH:33][CH:34]=1. Reported procedure: 2-(4-Aminophenoxy)pyridin-3-ylboronic acid (478 mg, 2.08 mmol), 1-chloro-4-phenylphthalazine (500 mg, 2.08 mmol) and butan-2-ol (4.16 ml, 2.08 mmol) were placed in a sealed tube. The reaction vessel was sealed and the mixture heated to 100° C. After 1 h 45 min, the reaction was cooled to rt. Hexane was added and the precipitated tan solid was filtered off with hexanes. LCMS of the solids indicated product, 2-(4-(4-phenylphthalazin-1-ylamino)phenoxy)pyridin-3-ylboronic acid. MS Calculated for C25... Starting materials: C(C)OC(=O)C=1C=NC2=CC(=CC=C2C1N=[N+]=[N-])Cl (Ethyl-4-azido-7-chloroquinoline-3-carboxylate). Solvent: [OH-].[Na+] (NaOH). The product is N(=[N+]=[N-])C1=C(C=NC2=CC(=CC=C12)Cl)C(=O)O (4-Azido-7-chloroquinoline-3-carboxylic acid). RXN SMILES: C([O:3][C:4]([C:6]1[CH:7]=[N:8][C:9]2[C:14]([C:15]=1[N:16]=[N+:17]=[N-:18])=[CH:13][CH:12]=[C:11]([Cl:19])[CH:10]=2)=[O:5])C>[OH-].[Na+]>[N:16]([C:15]1[C:14]2[C:9](=[CH:10][C:11]([Cl:19])=[CH:12][CH:13]=2)[N:8]=[CH:7][C:6]=1[C:4]([OH:5])=[O:3])=[N+:17]=[N-:18] |f:1.2|. Procedure details: Ethyl-4-azido-7-chloroquinoline-3-carboxylate (0.57 g; 0.002 M) in 10% aq. NaOH (10 ml) and stirred at 40° C. for 5 hr. The unreacted ester, m.p. 91°-4° C., was filtered off, the filtrate acidified to pH 3 with 5 M HCl, the product filtered off, washed well with water and dried in vacuo over P2O5. 0.33 g (66%), m.p. 284°-6° C. (dec.), (Found: C, 46.7; H, 2.3; Cl 14.1%. C10H5ClN4O2.1/2H2O requires C, 46.6; H, 2.4; Cl 13.8%), νmax (KBr) 2158, 1705 (br), 1608, 1562, 1395 (br), 1210 and 798 cm-1, δ ...